describe an organic reaction: reactants, conditions, products, and yield From a dataset of the Open Reaction Database (ORD), a public repository of structured organic reaction records. Product: NS(=O)(=O)c1ccc(-c2cn(-c3nc(-c4cccc(Cl)c4)cc(C(F)(F)F)n3)cn2)s1. Reaction SMILES: [C:1]([CH3:2])([CH3:3])([CH3:4])[NH:5][S:6](=[O:7])(=[O:8])[c:9]1[s:10][c:11](-[c:14]2[n:15][cH:16][n:17](-[c:19]3[n:20][c:21]([C:32]([F:33])([F:34])[F:35])[cH:22][c:23](-[c:25]4[cH:26][c:27]([Cl:31])[cH:28][cH:29][cH:30]4)[n:24]3)[cH:18]2)[cH:12][cH:13]1.[Cl:43][CH2:44][Cl:45].[F:36][C:37]([F:38])([F:39])[C:40]([OH:41])=[O:42]>>[NH2:5][S:6](=[O:7])(=[O:8])[c:9]1[s:10][c:11](-[c:14]2[n:15][cH:16][n:17](-[c:19]3[n:20][c:21]([C:32]([F:33])([F:34])[F:35])[cH:22][c:23](-[c:25]4[cH:26][c:27]([Cl:31])[cH:28][cH:29][cH:30]4)[n:24]3)[cH:18]2)[cH:12][cH:13]1. Starting materials: CC(C)(C)NS(=O)(=O)c1ccc(-c2cn(-c3nc(-c4cccc(Cl)c4)cc(C(F)(F)F)n3)cn2)s1, ClCCl, O=C(O)C(F)(F)F. The reactants are [BH4-].[Na+] (NaBH4), C(C)(=O)OC(CCCCCCCCCCCC)C1=C(C(OC1O)=O)C (4-(1-acetoxytridecyl)-3-methyl-5-hydroxy-2(5-H)-furanone). The solvent is C1CCOC1 (THF). Run at time 1 hour. Yields the product C(C)(=O)OC(CCCCCCCCCCCC)C=1C(C(OC1)=O)C (4-(1-Acetoxytridecyl)-3-methyl-2-furanone). RXN SMILES: [BH4-].[Na+].[C:3]([O:6][CH:7]([C:20]1[CH:24](O)[O:23][C:22](=[O:26])[C:21]=1[CH3:27])[CH2:8][CH2:9][CH2:10][CH2:11][CH2:12][CH2:13][CH2:14][CH2:15][CH2:16][CH2:17][CH2:18][CH3:19])(=[O:5])[CH3:4]>C1COCC1>[C:3]([O:6][CH:7]([C:20]1[CH:21]([CH3:27])[C:22](=[O:26])[O:23][CH:24]=1)[CH2:8][CH2:9][CH2:10][CH2:11][CH2:12][CH2:13][CH2:14][CH2:15][CH2:16][CH2:17][CH2:18][CH3:19])(=[O:5])[CH3:4] |f:0.1|. Procedure details: NaBH4 (25 mg, 0.67 mmol) was added to a solution of 4-(1-acetoxytridecyl)-3-methyl-5-hydroxy-2(5-H)-furanone (157 mg, 0.44 mmol) in anhydrous THF (20 mL) at room temperature under argon. After 2 hours aqueous HCL (1N) was added carefully until pH2 was reached and the resulting mixture was stirred an additional 1 hour. This mixture was extracted with ethyl acetate and the combined organic fractions were washed with 5% sodium bicarbonate and brine. Evaporation of the dried (magnesium sulfate) extr... Starting materials: COC(=O)COc1ccc(C(=O)CBr)cc1, [KH], CN(C)C=O, O=C1CN(c2ccncc2)CCN1. Product: COC(=O)COc1ccc(C(=O)CN2CCN(c3ccncc3)CC2=O)cc1. RXN SMILES: [Br:15][CH2:16][C:17](=[O:18])[c:19]1[cH:20][cH:21][c:22]([O:23][CH2:24][C:25](=[O:26])[O:27][CH3:28])[cH:29][cH:30]1.[KH:1].[O:31]=[CH:32][N:33]([CH3:34])[CH3:35].[n:2]1[cH:3][cH:4][c:5]([N:8]2[CH2:9][C:10](=[O:14])[NH:11][CH2:12][CH2:13]2)[cH:6][cH:7]1>>[n:2]1[cH:3][cH:4][c:5]([N:8]2[CH2:9][C:10](=[O:14])[N:11]([CH2:16][C:17](=[O:18])[c:19]3[cH:20][cH:21][c:22]([O:23][CH2:24][C:25](=[O:26])[O:27][CH3:28])[cH:29][cH:30]3)[CH2:12][CH2:13]2)[cH:6][cH:7]1. Starting materials: COC(C1=C(C=CC=C1)S(NC1=C(C=C(C=C1)F)C(F)(F)F)(=O)=O)=O (2-[N-(4-fluoro-2-trifluoromethylphenyl)sulfamoyl]benzoic acid methyl ester), [OH-].[Na+] (sodium hydroxide). Run in O1CCOCC1 (dioxane). The product is FC1=CC(=C(C=C1)NS(=O)(=O)C1=C(C(=O)O)C=CC=C1)C(F)(F)F (2-[N-(4-Fluoro-2-trifluoromethylphenyl)sulfamoyl]benzoic Acid). Reaction SMILES: C[O:2][C:3](=[O:25])[C:4]1[CH:9]=[CH:8][CH:7]=[CH:6][C:5]=1[S:10](=[O:24])(=[O:23])[NH:11][C:12]1[CH:17]=[CH:16][C:15]([F:18])=[CH:14][C:13]=1[C:19]([F:22])([F:21])[F:20].[OH-].[Na+]>O1CCOCC1>[F:18][C:15]1[CH:16]=[CH:17][C:12]([NH:11][S:10]([C:5]2[CH:6]=[CH:7][CH:8]=[CH:9][C:4]=2[C:3]([OH:25])=[O:2])(=[O:24])=[O:23])=[C:13]([C:19]([F:22])([F:20])[F:21])[CH:14]=1 |f:1.2|. Procedure details: 6,25 g (16.56 mmol) of 2-[N-(4-fluoro-2-trifluoromethylphenyl)sulfamoyl]benzoic acid methyl ester is dissolved in 60 ml of dioxane and combined with 25 ml (50 mmol) of 2N sodium hydroxide solution. The mixture is heated on a water bath until all of the starting material has disappeared. The solution is then concentrated to dryness under vacuum, combined with 2N hydrochloric acid, and the thus-precipitated material is dissolved in ethyl acetate. The organic solution is dried over sodium sulfate, ... Starting materials: O (H2O), O.O1CCOCC1 (water dioxan), C(C1=CC=CC=C1)OC(C1=C(C(=CC=C1)N)C)=O (3-amino-2-methyl-benzoic acid benzyl ester), [Cr](=O)(=O)([O-])Cl.[NH+]1=CC=CC=C1 (pyridinium chlorochromate), C12(CCC(CC1)CC2)CO (bicyclo[2.2.2]oct-1-yl-methanol), C(C1=CC=CC=C1)OC(C1=CC(=CC=C1)N)=O (3-amino-benzoic acid benzyl ester), C1(CCCCC1)C=O (cyclohexanecarboxaldehyde), CNC[C@H](O)[C@@H](O)[C@H](O)[C@H](O)CO (N-methyl-D-glucamine). Product: C12(CC3CC(CC(C1)C3)C2)OCC2=C(N=C(N2)C23CCC(CC2)CC3)C(=O)NC=3C(=C(C(=O)O)C=CC3)C (3-{[5-(Adamantan-1-yloxymethyl)-2-bicyclo[2.2.2]oct-1-yl-1H-imidazole-4-carbonyl]-amino}-2-methyl-benzoic Acid). Reaction SMILES: [Cr](Cl)([O-])(=O)=O.[NH+:6]1C=CC=CC=1.[C:12]12([CH2:20]O)[CH2:19][CH2:18][CH:15]([CH2:16][CH2:17]1)[CH2:14][CH2:13]2.[CH:22]1([CH:28]=O)[CH2:27][CH2:26][CH2:25][CH2:24][CH2:23]1.C([O:37][C:38](=[O:47])[C:39]1[CH:44]=[CH:43][CH:42]=[C:41]([NH2:45])[C:40]=1[CH3:46])C1C=CC=CC=1.C(OC(=O)[C:57]1[CH:62]=[CH:61]C=C(N)C=1)C1C=CC=CC=1.C[NH:66][CH2:67][C@@H:68]([C@H]([C@@H]([C@@H](CO)O)O)O)[OH:69].O.O.[O:80]1[CH2:85][CH2:84]OCC1>>[C:22]12([O:69][CH2:68][C:67]3[NH:66][C:20]([C:12]45[CH2:13][CH2:14][CH:15]([CH2:16][CH2:17]4)[CH2:18][CH2:19]5)=[N:6][C:84]=3[C:85]([NH:45][C:41]3[C:40]([CH3:46])=[C:39]([CH:44]=[CH:43][CH:42]=3)[C:38]([OH:37])=[O:47])=[O:80])[CH2:23][CH:24]3[CH2:25][CH:26]([CH2:61][CH:62]([CH2:57]3)[CH2:28]1)[CH2:27]2 |f:0.1,8.9|. Reported procedure: The title compound was prepared according to the procedure of Example 216, with the modification that bicyclo[2.2.2]oct-1-yl-carbaldehyde (prepared by pyridinium chlorochromate oxidation of bicyclo[2.2.2]oct-1-yl-methanol (C. A. Grob, M. Ohta, E. Renk and A. Weiss, Helv. Chim. Acta 1958, 41, 1191)) was used in step d instead of cyclohexanecarboxaldehyde and 3-amino-2-methyl-benzoic acid benzyl ester replaced 3-amino-benzoic acid benzyl ester in step f. 1H NMR (300 MHz, d6-DMSO) 12.90 (1H, br s),...